Dataset: the Open Reaction Database (ORD), a public repository of structured organic reaction records. Task: describe an organic reaction: reactants, conditions, products, and yield RXN SMILES: N#N.C([S:6][CH2:7][C:8]1[CH:13]=[CH:12][N:11]=[C:10]([CH3:14])[CH:9]=1)(=O)C>>[SH:6][CH2:7][C:8]1[CH:13]=[CH:12][N:11]=[C:10]([CH3:14])[CH:9]=1. Run at temperature 0 celsius, time 15 minute. Isolated yield 85.2%. Procedure: To 15 mL of ice-cold, N2 -purged 1N NaOH was added all at once 4-(acetylthiomethyl)-2-methylpyridine (1.358 g, 0.0075 mol). After stirring for 15 min at 0° C. the reaction mixture was washed with ether (2×5 mL), neutralized with concentrated HCl and extracted with methylene chloride (3×10 mL). Evaporation of the methylene chloride solution afforded the thiol (0.89 g, 96%) as a pale yellow oil which gradually became pink on standing: 1Hnmr (CDCl3) δ8.43, 7.37 (ABq, J=5 Hz, 2H), 7.43 (s, 1H), 3.63... Starting materials: ice, N#N (N2), C(C)(=O)SCC1=CC(=NC=C1)C (4-(acetylthiomethyl)-2-methylpyridine). Yields the product SCC1=CC(=NC=C1)C (4-Mercaptomethyl-2-methylpyridine).